This data is from the Open Reaction Database (ORD), a public repository of structured organic reaction records. The task is: describe an organic reaction: reactants, conditions, products, and yield The reactants are NC1=NNC=2C(N(CCC21)C2=CC=C(C=C2)C)=O (3-amino-5,6-dihydro-6-N-(p-tolyl)-1H-pyrazolo[3,4-c]pyridin-7(4H)-one), C([O-])([O-])=O.[K+].[K+] (potassium carbonate), ClCCC(=O)N1CCN(CC1)C1=CC=C(C=C1)C1CCCCC1 (3-chloro-1-{4-(4-cyclohexylphenyl)piperazin-1-yl}propan-1-one). The product is NC1=NN(C=2C(N(CCC21)C2=CC=C(C=C2)C)=O)C(CCN2CCN(CC2)C2=C(C=CC=C2)C2CCCCC2)=O (3-amino-1-[{4-(cyclohexylphenyl)piperazin-1-yl}propanoyl]-6-N-(p-tolyl)-4,5,6,7-tetrahydro-1H-pyrazolo[3,4-c]pyridin-7-one). As a reaction SMILES: [NH2:1][C:2]1[C:10]2[CH2:9][CH2:8][N:7]([C:11]3[CH:16]=[CH:15][C:14]([CH3:17])=[CH:13][CH:12]=3)[C:6](=[O:18])[C:5]=2[NH:4][N:3]=1.[C:19](=[O:22])([O-])[O-].[K+].[K+].ClC[CH2:27][C:28]([N:30]1[CH2:35][CH2:34][N:33]([C:36]2[CH:41]=[CH:40][C:39](C3CCCCC3)=[CH:38][CH:37]=2)[CH2:32][CH2:31]1)=O>>[NH2:1][C:2]1[C:10]2[CH2:9][CH2:8][N:7]([C:11]3[CH:16]=[CH:15][C:14]([CH3:17])=[CH:13][CH:12]=3)[C:6](=[O:18])[C:5]=2[N:4]([C:19](=[O:22])[CH2:27][CH2:28][N:30]2[CH2:31][CH2:32][N:33]([C:36]3[CH:37]=[CH:38][CH:39]=[CH:40][C:41]=3[CH:11]3[CH2:16][CH2:15][CH2:14][CH2:13][CH2:12]3)[CH2:34][CH2:35]2)[N:3]=1 |f:1.2.3|. Reported procedure: A target compound (136.1 mg, 0.251 mmol, 67.8%) was yielded as solid in the same manner as Example 1 by reacting 3-amino-5,6-dihydro-6-N-(p-tolyl)-1H-pyrazolo[3,4-c]pyridin-7(4H)-one (90 mg, 0.371 mmol) with potassium carbonate (76.8 mg, 0.556 mmol) and 3-chloro-1-{4-(4-cyclohexylphenyl)piperazin-1-yl}propan-1-one (136.6 mg, 0.408 mmol). The reactants are CO (methanol), O (water), [Cl-].[NH4+] (ammonium chloride), BrC=1C=C2C(N(C(N(C2=CC1)CC1=CC=C(C=C1)OC)=O)C)(C(F)(F)F)C[N+](=O)[O-] (6-Bromo-1-(4-methoxybenzyl)-3-methyl-4-(nitromethyl)-4-(trifluoromethyl)-3,4-dihydroquinazolin-2(1H)-one). Reagents/catalysts: [Fe] (iron). Run in C1CCOC1 (THF). Reaction conditions: temperature 90 celsius, time 2.5 hour. The product is NCC1(N(C(N(C2=CC=C(C=C12)Br)CC1=CC=C(C=C1)OC)=O)C)C(F)(F)F (4-(aminomethyl)-6-bromo-1-(4-methoxybenzyl)-3-methyl-4-(trifluoromethyl)-3,4-dihydroquinazolin-2(1H)-one). Reaction SMILES: [Br:1][C:2]1[CH:3]=[C:4]2[C:9](=[CH:10][CH:11]=1)[N:8]([CH2:12][C:13]1[CH:18]=[CH:17][C:16]([O:19][CH3:20])=[CH:15][CH:14]=1)[C:7](=[O:21])[N:6]([CH3:22])[C:5]2([CH2:27][N+:28]([O-])=O)[C:23]([F:26])([F:25])[F:24].CO.O.[Cl-].[NH4+]>C1COCC1.[Fe]>[NH2:28][CH2:27][C:5]1([C:23]([F:25])([F:26])[F:24])[C:4]2[C:9](=[CH:10][CH:11]=[C:2]([Br:1])[CH:3]=2)[N:8]([CH2:12][C:13]2[CH:14]=[CH:15][C:16]([O:19][CH3:20])=[CH:17][CH:18]=2)[C:7](=[O:21])[N:6]1[CH3:22] |f:3.4|. Procedure details: 6-Bromo-1-(4-methoxybenzyl)-3-methyl-4-(nitromethyl)-4-(trifluoromethyl)-3,4-dihydroquinazolin-2(1H)-one (217.3 mg, 0.445 mmol) was dissolved in THF (0.9 mL), methanol (0.9 mL) and water (0.5 mL), and iron (497 mg, 8.9 mmol) and ammonium chloride (476 mg, 8.9 mmol) were sequentially added to the reaction solution at room temperature. The reaction solution was stirred at 90° C. for 2.5 hours and then cooled to room temperature and insoluble substances were removed by Celite filtration. After the ... The reactants are CC(C)CCNC(=O)c1ccccc1-c1ccccc1CN, CC(C)CCNC(=O)c1ccccc1-c1ccccc1C(N)S(=O)(=O)c1ccc(F)cc1, O=S(=O)(Cl)c1ccc(F)cc1. Yields the product CC(C)CCNC(=O)c1ccccc1-c1ccccc1CNS(=O)(=O)c1ccc(F)cc1. Reaction SMILES: [CH3:1][CH:2]([CH2:3][CH2:4][NH:5][C:6](=[O:7])[c:8]1[c:9](-[c:14]2[c:15]([CH2:20][NH2:21])[cH:16][cH:17][cH:18][cH:19]2)[cH:10][cH:11][cH:12][cH:13]1)[CH3:22].[CH3:34][CH:35]([CH3:36])[CH2:37][CH2:38][NH:39][C:40]([c:41]1[c:42](-[c:43]2[cH:44][cH:45][cH:46][cH:47][c:48]2[CH:49]([S:50]([c:51]2[cH:52][cH:53][c:54]([F:55])[cH:56][cH:57]2)(=[O:58])=[O:59])[NH2:60])[cH:61][cH:62][cH:63][cH:64]1)=[O:65].[F:23][c:24]1[cH:25][cH:26][c:27]([S:30](=[O:31])(=[O:32])[Cl:33])[cH:28][cH:29]1>>[CH3:1][CH:2]([CH2:3][CH2:4][NH:5][C:6](=[O:7])[c:8]1[c:9](-[c:14]2[c:15]([CH2:20][NH:21][S:30]([c:27]3[cH:26][cH:25][c:24]([F:23])[cH:29][cH:28]3)(=[O:31])=[O:32])[cH:16][cH:17][cH:18][cH:19]2)[cH:10][cH:11][cH:12][cH:13]1)[CH3:22]. The reactants are C(C1=CC=CC=C1)OC=1C=C2CCN(CC2=CC1)N(C)C1=CC=NC=C1 (6-benzyloxy-3,4-dihydro-1H-isoquinoline-2-yl-N-methyl-4-pyridinylamine). Reagents/catalysts: [Pd] (palladium-on-carbon), catalyst. Run in CO (methanol). Reaction conditions: time 2 hour. Product: CN(N1CC2=CC=C(C=C2CC1)O)C1=CC=NC=C1 (2-[Methyl(pyridin-4-yl)amino]-1,2,3,4-tetrahydro-isoquinolin-6-ol). Isolated yield 91.5%. As a reaction SMILES: C([O:8][C:9]1[CH:10]=[C:11]2[C:16](=[CH:17][CH:18]=1)[CH2:15][N:14]([N:19]([C:21]1[CH:26]=[CH:25][N:24]=[CH:23][CH:22]=1)[CH3:20])[CH2:13][CH2:12]2)C1C=CC=CC=1>CO.[Pd]>[CH3:20][N:19]([C:21]1[CH:22]=[CH:23][N:24]=[CH:25][CH:26]=1)[N:14]1[CH2:13][CH2:12][C:11]2[C:16](=[CH:17][CH:18]=[C:9]([OH:8])[CH:10]=2)[CH2:15]1. Procedure details: A mixture of 6-benzyloxy-3,4-dihydro-1H-isoquinoline-2-yl-N-methyl-4-pyridinylamine (5.1 g) and 5% palladium-on-carbon (1.0 g) in methanol (75 ml) was shaken on a Parr hydrogenation apparatus at ambient temperature and an initial pressure of 55 psi for 2 hrs. An additional 1 g of catalyst was added, and the mixture was shaken for an additional 4 hrs at an initial pressure of 55 psi. The reaction mixture was filtered through a pad of celite, the pad was washed with methanol, and the filtrate was ... Starting materials: Cl, O=C(O)CC1CCCCO1, NC1CCC(CCN2CCC(c3cccc4c3OCO4)CC2)CC1. Yields the product O=C(CC1CCCCO1)NC1CCC(CCN2CCC(c3cccc4c3OCO4)CC2)CC1. Reaction SMILES: [ClH:1].[O:26]1[CH:27]([CH2:32][C:33](=[O:34])[OH:35])[CH2:28][CH2:29][CH2:30][CH2:31]1.[O:2]1[CH2:3][O:4][c:5]2[c:6]1[cH:7][cH:8][cH:9][c:10]2[CH:11]1[CH2:12][CH2:13][N:14]([CH2:17][CH2:18][CH:19]2[CH2:20][CH2:21][CH:22]([NH2:25])[CH2:23][CH2:24]2)[CH2:15][CH2:16]1>>[O:2]1[CH2:3][O:4][c:5]2[c:6]1[cH:7][cH:8][cH:9][c:10]2[CH:11]1[CH2:12][CH2:13][N:14]([CH2:17][CH2:18][CH:19]2[CH2:20][CH2:21][CH:22]([NH:25][C:33]([CH2:32][CH:27]3[O:26][CH2:31][CH2:30][CH2:29][CH2:28]3)=[O:34])[CH2:23][CH2:24]2)[CH2:15][CH2:16]1. Reactants: O (Water), ice, CC1(OC[C@@H](O1)CC(=O)OC)C (methyl (4S)-2,2-dimethyl-1,3-dioxolane-4-acetate), [BH4-].[Na+] (NaBH4). The solvent is CO (methanol). Conditions: time 3 hour. Yields the product CC1(OC[C@@H](O1)CCO)C (2-[(4S)-2,2-dimethyl-1,3-dioxolan-4-yl]ethanol). The yield is 96.4%. As a reaction SMILES: [CH3:1][C:2]1([CH3:12])[O:6][C@@H:5]([CH2:7][C:8](OC)=[O:9])[CH2:4][O:3]1.[BH4-].[Na+].O>CO>[CH3:1][C:2]1([CH3:12])[O:6][C@@H:5]([CH2:7][CH2:8][OH:9])[CH2:4][O:3]1 |f:1.2|. Procedure: To an ice cooled solution of methyl (4S)-2,2-dimethyl-1,3-dioxolane-4-acetate (1.0 g, 5.74 mmol) in methanol (10 ml) was added portionwise NaBH4 (1.3 g, 34.4 mmol). After the addition was completed, the reaction mixture was stirred at room temperature for 3 hours. Water (40 ml) was added, and the resulting mixture was stirred for several minutes and concentrated in vacuo. The residue was extracted with ethyl acetate. The organic layer was washed with brine, dried (magnesium sulfate), and concent...